describe an organic reaction: reactants, conditions, products, and yield From a dataset of the Open Reaction Database (ORD), a public repository of structured organic reaction records. Starting materials: C1=CC=C(C=C1)P(C2=CC=CC=C2)C3=C(C4=CC=CC=C4C=C3)C5=C(C=CC6=CC=CC=C65)P(C7=CC=CC=C7)C8=CC=CC=C8 (Rac-BINAP), C(=O)([O-])[O-].[Cs+].[Cs+] (Cs2CO3), BrC1=C(COCCOCCOC2OCCCC2)C=CC=C1 (2-(2-{2-[(2-Bromobenzyl)oxy]ethoxy}ethoxy)tetrahydro-2H-pyran), NC1=CC(=C(C=C1)C(=O)C1=C(C=CC=C1)C)Cl ((4-Amino-2-chlorophenyl)(2-methylphenyl)methanone). The reagents and catalysts are C=1C=CC(=CC1)/C=C/C(=O)/C=C/C2=CC=CC=C2.C=1C=CC(=CC1)/C=C/C(=O)/C=C/C2=CC=CC=C2.C=1C=CC(=CC1)/C=C/C(=O)/C=C/C2=CC=CC=C2.[Pd].[Pd] (Pd2(dba)3). Solvent: O1CCOCC1 (1,4-dioxane), O (H2O), CCOC(=O)C (EtOAc). Run at temperature 100 celsius, time 18 hour. Product: ClC1=C(C=CC(=C1)NC1=C(C=CC=C1)COCCOCCOC1OCCCC1)C(=O)C1=C(C=CC=C1)C ((2-Chloro-4-{[2-({2-[2-(tetrahydro-2H-pyran-2-yloxy)ethoxy]ethoxy}methyl)phenyl]amino}phenyl)(2-methylphenyl)methanone). RXN SMILES: Br[C:2]1[CH:21]=[CH:20][CH:19]=[CH:18][C:3]=1[CH2:4][O:5][CH2:6][CH2:7][O:8][CH2:9][CH2:10][O:11][CH:12]1[CH2:17][CH2:16][CH2:15][CH2:14][O:13]1.[NH2:22][C:23]1[CH:28]=[CH:27][C:26]([C:29]([C:31]2[CH:36]=[CH:35][CH:34]=[CH:33][C:32]=2[CH3:37])=[O:30])=[C:25]([Cl:38])[CH:24]=1.C1C=CC(P(C2C=CC3C(=CC=CC=3)C=2C2C3C(=CC=CC=3)C=CC=2P(C2C=CC=CC=2)C2C=CC=CC=2)C2C=CC=CC=2)=CC=1.C([O-])([O-])=O.[Cs+].[Cs+]>O1CCOCC1.O.CCOC(C)=O.C1C=CC(/C=C/C(/C=C/C2C=CC=CC=2)=O)=CC=1.C1C=CC(/C=C/C(/C=C/C2C=CC=CC=2)=O)=CC=1.C1C=CC(/C=C/C(/C=C/C2C=CC=CC=2)=O)=CC=1.[Pd].[Pd]>[Cl:38][C:25]1[CH:24]=[C:23]([NH:22][C:2]2[CH:21]=[CH:20][CH:19]=[CH:18][C:3]=2[CH2:4][O:5][CH2:6][CH2:7][O:8][CH2:9][CH2:10][O:11][CH:12]2[CH2:17][CH2:16][CH2:15][CH2:14][O:13]2)[CH:28]=[CH:27][C:26]=1[C:29]([C:31]1[CH:36]=[CH:35][CH:34]=[CH:33][C:32]=1[CH3:37])=[O:30] |f:3.4.5,9.10.11.12.13|. Reported procedure: Compound 420 (3.39 g, 10.3 mmol) was dissolved in 15 mL dry 1,4-dioxane in a schlenk tube under an argon atmosphere. (4-Amino-2-chlorophenyl)(2-methylphenyl)methanone (disclosed in WO 01/42189) was added and dissolved in the solvent. Rac-BINAP (0.26 g, 0.42 mmol), Pd2(dba)3 (0.19 g, 0.20 mmol) and Cs2CO3 (4.7 g, 14.4 mmol) were added, and the reaction mixture was stirred under an argon atmosphere at 100° C. for 18 h. The reaction mixture was diluted with H2O and EtOAc, and the water phase was ex... Starting materials: CC1=NOC(=C1C1=NC(NC=C1)=O)C (4-(3,5-dimethyl-isoxazol-4-yl)-1H-pyrimidin-2-one), [H-].[Na+] (NaH), O (Water), BrCCCCCl (1-bromo-4-chloro-butane). Solvent: CN(C)C=O (DMF). Reaction conditions: temperature 100 celsius. Yields the product ClCCCCN1C(N=C(C=C1)C=1C(=NOC1C)C)=O (1-(4-Chloro-butyl)-4-(3,5-dimethyl-isoxazol-4-yl)-1H-pyrimidin-2-one). Isolated yield 35.1%. Reaction SMILES: [CH3:1][C:2]1[C:6]([C:7]2[CH:12]=[CH:11][NH:10][C:9](=[O:13])[N:8]=2)=[C:5]([CH3:14])[O:4][N:3]=1.[H-].[Na+].Br[CH2:18][CH2:19][CH2:20][CH2:21][Cl:22].O>CN(C=O)C>[Cl:22][CH2:21][CH2:20][CH2:19][CH2:18][N:10]1[CH:11]=[CH:12][C:7]([C:6]2[C:2]([CH3:1])=[N:3][O:4][C:5]=2[CH3:14])=[N:8][C:9]1=[O:13] |f:1.2|. Procedure: To a solution of 4-(3,5-dimethyl-isoxazol-4-yl)-1H-pyrimidin-2-one (156 mg, 0.82 mmol) in dry DMF (20 ml), 60% NaH (40 mg, 1.06 mmol) was added portionwise under inert atmosphere. After heating the mixture at 100° C. for 1 hour, 1-bromo-4-chloro-butane (123 μl, 1.06 mmol) was added at room temperature and the mixture was heated at 100° C. for 2 hours. Water was added and the mixture extracted with diethyl ether to remove the dialkylated product and finally with ethyl acetate. Ethyl acetate phase... Reactants: O=[N+]([O-])c1cnc(F)c(CBr)c1, O=C([O-])[O-], CCOC(C)=O, Cc1cc(C#N)cc(C(=O)c2[nH]c(=O)[nH]c(=O)c2C(C)C)c1, [I-], [K+], [K+], [Li+], CN(C)C=O. The product is Cc1cc(C#N)cc(C(=O)c2c(C(C)C)c(=O)[nH]c(=O)n2Cc2cc([N+](=O)[O-])cnc2F)c1. RXN SMILES: [Br:29][CH2:30][c:31]1[c:32]([F:40])[n:33][cH:34][c:35]([N+:37](=[O:38])[O-:39])[cH:36]1.[C:23](=[O:24])([O-:25])[O-:26].[CH3:48][CH2:49][O:50][C:51](=[O:52])[CH3:53].[CH:1]([CH3:2])([CH3:3])[c:4]1[c:5]([C:12](=[O:13])[c:14]2[cH:15][c:16]([C:17]#[N:18])[cH:19][c:20]([CH3:22])[cH:21]2)[nH:6][c:7](=[O:11])[nH:8][c:9]1=[O:10].[I-:41].[K+:27].[K+:28].[Li+:42].[O:43]=[CH:44][N:45]([CH3:46])[CH3:47]>>[CH:1]([CH3:2])([CH3:3])[c:4]1[c:5]([C:12](=[O:13])[c:14]2[cH:15][c:16]([C:17]#[N:18])[cH:19][c:20]([CH3:22])[cH:21]2)[n:6]([CH2:30][c:31]2[c:32]([F:40])[n:33][cH:34][c:35]([N+:37](=[O:38])[O-:39])[cH:36]2)[c:7](=[O:11])[nH:8][c:9]1=[O:10]. Reactants: CSC(=C1C(N(C=CC1=O)CCC(C)C)=O)SC (3-[bis(methylsulfanyl)methylene]-1-isopentyl-2,4(1H,3H)-pyridinedione), NC1=C(C=C(C=C1)NC(OC(C)(C)C)=O)S(=O)(=O)N (tert-butyl 4-amino-3-(aminosulfonyl)phenylcarbamate). The solvent is O1CCOCC1 (dioxane). Conditions: temperature 25 celsius, time 18 hour. The product is NC1=CC2=C(NC(=NS2(=O)=O)C=2C(N(C=CC2O)CCC(C)C)=O)C=C1 (3-(7-amino-1,1-dioxido-4H-1,2,4-benzothiadiazin-3-yl)-4-hydroxy-1-isopentyl-2(1H)-pyridinone). Reaction SMILES: CS[C:3](SC)=[C:4]1[C:9](=[O:10])[CH:8]=[CH:7][N:6]([CH2:11][CH2:12][CH:13]([CH3:15])[CH3:14])[C:5]1=[O:16].[NH2:19][C:20]1[CH:25]=[CH:24][C:23]([NH:26]C(=O)OC(C)(C)C)=[CH:22][C:21]=1[S:34]([NH2:37])(=[O:36])=[O:35]>O1CCOCC1>[NH2:26][C:23]1[CH:24]=[CH:25][C:20]2[NH:19][C:3]([C:4]3[C:5](=[O:16])[N:6]([CH2:11][CH2:12][CH:13]([CH3:14])[CH3:15])[CH:7]=[CH:8][C:9]=3[OH:10])=[N:37][S:34](=[O:36])(=[O:35])[C:21]=2[CH:22]=1. Reported procedure: The product of Example 457C (2.08 g, 7.29 mmol) was treated with the product of Example 414A (2.00 g, 6.96 mmol) in dioxane (20 mL) at 115° C. for 30 minutes, cooled to 25° C. and concentrated under reduced pressure. A solution of the residue in 4M hydrochloric acid in dioxane (20 mL) was stirred at 25° C. for 18 hours and concentrated under reduced pressure. The residue was triturated with dichloromethane and filtered to give the title compound. The filtrate containing the protected intermediat... Reactants: O=C([O-])[O-], CI, Cc1ccc(C(=O)O)cc1C1OC(COCc2ccccc2)C(OCc2ccccc2)C(OCc2ccccc2)C1OCc1ccccc1, [K+], [K+], CN(C)C=O. The product is COC(=O)c1ccc(C)c(C2OC(COCc3ccccc3)C(OCc3ccccc3)C(OCc3ccccc3)C2OCc2ccccc2)c1. Reaction SMILES: [C:3](=[O:4])([O-:5])[O-:6].[CH3:1][I:2].[CH3:9][c:10]1[c:11]([CH:19]2[O:20][CH:21]([CH2:49][O:50][CH2:51][c:52]3[cH:53][cH:54][cH:55][cH:56][cH:57]3)[CH:22]([O:41][CH2:42][c:43]3[cH:44][cH:45][cH:46][cH:47][cH:48]3)[CH:23]([O:33][CH2:34][c:35]3[cH:36][cH:37][cH:38][cH:39][cH:40]3)[CH:24]2[O:25][CH2:26][c:27]2[cH:28][cH:29][cH:30][cH:31][cH:32]2)[cH:12][c:13]([C:14](=[O:15])[OH:16])[cH:17][cH:18]1.[K+:7].[K+:8].[O:58]=[CH:59][N:60]([CH3:61])[CH3:62]>>[CH3:3][O:16][C:14]([c:13]1[cH:12][c:11]([CH:19]2[O:20][CH:21]([CH2:49][O:50][CH2:51][c:52]3[cH:53][cH:54][cH:55][cH:56][cH:57]3)[CH:22]([O:41][CH2:42][c:43]3[cH:44][cH:45][cH:46][cH:47][cH:48]3)[CH:23]([O:33][CH2:34][c:35]3[cH:36][cH:37][cH:38][cH:39][cH:40]3)[CH:24]2[O:25][CH2:26][c:27]2[cH:28][cH:29][cH:30][cH:31][cH:32]2)[c:10]([CH3:9])[cH:18][cH:17]1)=[O:15].